From a dataset of the Open Reaction Database (ORD), a public repository of structured organic reaction records. describe an organic reaction: reactants, conditions, products, and yield Reactants: O=C1CCC(=O)N1Br, O=C(OOC(=O)c1ccccc1)c1ccccc1, Cc1cc(Cl)c(C(=O)c2ccc(Cl)cc2)c(Cl)c1, c1ccccc1. The product is O=C(c1ccc(Cl)cc1)c1c(Cl)cc(CBr)cc1Cl. As a reaction SMILES: [Br:37][N:38]1[C:39](=[O:40])[CH2:41][CH2:42][C:43]1=[O:44].[C:19]([O:20][O:21][C:22](=[O:23])[c:24]1[cH:25][cH:26][cH:27][cH:28][cH:29]1)(=[O:30])[c:31]1[cH:32][cH:33][cH:34][cH:35][cH:36]1.[Cl:1][c:2]1[cH:3][cH:4][c:5]([C:6](=[O:7])[c:8]2[c:9]([Cl:16])[cH:10][c:11]([CH3:15])[cH:12][c:13]2[Cl:14])[cH:17][cH:18]1.[cH:45]1[cH:46][cH:47][cH:48][cH:49][cH:50]1>>[Cl:1][c:2]1[cH:3][cH:4][c:5]([C:6](=[O:7])[c:8]2[c:9]([Cl:16])[cH:10][c:11]([CH2:15][Br:37])[cH:12][c:13]2[Cl:14])[cH:17][cH:18]1. Starting materials: [H-].[Li+] (lithium hydride), C(CCCC)(=O)NCC1(CCCN2CCC3=C(C12)NC1=CC=CC=C13)CC (1-pentanoylaminomethyl-1-ethyl-indolo(2,3-a)quinolizidine), ClCCl (dichloromethane), O (water). Run in C(C)OCC (ethyl ether), C(C)OCC (ethyl ether). Reaction conditions: time 15 minute. Yields the product C(CCCC)NCC1(CCCN2CCC3=C(C12)NC1=CC=CC=C13)CC (1-pentylaminomethyl-1-ethyl-indolo(2,3-a)quinolizidine). The yield is 98.3%. Reaction SMILES: [H-].[Li+].[C:3]([NH:9][CH2:10][C:11]1([CH2:28][CH3:29])[CH:20]2[N:15]([CH2:16][CH2:17][C:18]3[C:27]4[C:22](=[CH:23][CH:24]=[CH:25][CH:26]=4)[NH:21][C:19]=32)[CH2:14][CH2:13][CH2:12]1)(=O)[CH2:4][CH2:5][CH2:6][CH3:7].O.ClCCl>C(OCC)C>[CH2:3]([NH:9][CH2:10][C:11]1([CH2:28][CH3:29])[CH:20]2[N:15]([CH2:16][CH2:17][C:18]3[C:27]4[C:22](=[CH:23][CH:24]=[CH:25][CH:26]=4)[NH:21][C:19]=32)[CH2:14][CH2:13][CH2:12]1)[CH2:4][CH2:5][CH2:6][CH3:7] |f:0.1|. Procedure: In a 500 ml three-necked flask of having a stirrer, a reflux condenser, a thermometer, and a dropping funnel there were placed 100 ml of anhydrous ethyl ether. When this had been cooled on an ice bath there were added 4 g of lithium hydride, and the contents of the flask were stirred for 15 minutes. There was then added very slowly a solution of 7.4 g of the product of Example 7 in 50 ml of anhydrous ethyl ether. The mixture was then heated under reflux for 2 hours and stirred for a further 15 h... Yields the product COCCOCCC(Br)(C(=O)O)C(=O)O. Reaction SMILES: [Br:2].[BrH:1].[CH3:26][CH2:27][O:28][CH2:29][CH3:30].[CH3:3][O:4][CH2:5][CH2:6][O:7][CH2:8][CH2:9][CH:10]([C:11](=[O:12])[OH:13])[C:14](=[O:15])[OH:16].[Na+:24].[Na+:25].[S:17]([S:18]([O-:19])=[O:20])([O-:21])(=[O:22])=[O:23]>>[Br:1][C:10]([CH2:9][CH2:8][O:7][CH2:6][CH2:5][O:4][CH3:3])([C:11](=[O:12])[OH:13])[C:14](=[O:15])[OH:16]. The reactants are Br, Br, CCOCC, COCCOCCC(C(=O)O)C(=O)O, [Na+], [Na+], O=S([O-])S(=O)(=O)[O-]. Starting materials: COC1=C(CN2[C@H]([C@H](C2=O)N=[N+]=[N-])C(=O)OC)C=CC(=C1)OC (methyl cis-1-(2,4-dimethoxybenzyl)-3-azido-4-oxoazetidine-2-carboxylate), [H][H] (hydrogen). Reagents/catalysts: [Pd] (palladium on carbon). Solvent: C(C)O (ethanol). Run at time 2 hour. Yields the product COC1=C(CN2[C@H]([C@H](C2=O)N)C(=O)OC)C=CC(=C1)OC (Methyl cis-1-(2,4-Dimethoxybenzyl)-3-amino-4-oxoazetidine-2-carboxylate). As a reaction SMILES: [CH3:1][O:2][C:3]1[CH:21]=[C:20]([O:22][CH3:23])[CH:19]=[CH:18][C:4]=1[CH2:5][N:6]1[C:9](=[O:10])[C@H:8]([N:11]=[N+]=[N-])[C@@H:7]1[C:14]([O:16][CH3:17])=[O:15].[H][H]>[Pd].C(O)C>[CH3:1][O:2][C:3]1[CH:21]=[C:20]([O:22][CH3:23])[CH:19]=[CH:18][C:4]=1[CH2:5][N:6]1[C:9](=[O:10])[C@H:8]([NH2:11])[C@@H:7]1[C:14]([O:16][CH3:17])=[O:15]. Reported procedure: A mixture containing 10.0 g (0.0312 mole) of methyl cis-1-(2,4-dimethoxybenzyl)-3-azido-4-oxoazetidine-2-carboxylate, 1.0 g of 10% palladium on carbon, and 200 ml of ethanol is hydrogenated for 2 hrs at 40°-45° and 60 psi of hydrogen. The reaction mixture is allowed to cool to 25° and is filtered through filter-aid. After removing the solvents in vacuo a clear, yellow gum of the title product is obtained. As a reaction SMILES: [CH2:34]1[O:35][CH2:36][CH2:37][O:38][CH2:39]1.[Cl:1][c:2]1[cH:3][c:4]([C:10]2([C:30]([F:31])([F:32])[F:33])[CH2:11][N:12]([c:15]3[n:16][cH:17][c:18]([C:25](=[O:26])[O:27][CH2:28][CH3:29])[c:19]([C:21]([F:22])([F:23])[F:24])[n:20]3)[CH2:13][CH2:14]2)[cH:5][c:6]([Cl:9])[c:7]1[Cl:8].[ClH:42].[Na+:41].[OH-:40].[OH2:43]>>[Cl:1][c:2]1[cH:3][c:4]([C:10]2([C:30]([F:31])([F:32])[F:33])[CH2:11][N:12]([c:15]3[n:16][cH:17][c:18]([C:25](=[O:26])[OH:27])[c:19]([C:21]([F:22])([F:23])[F:24])[n:20]3)[CH2:13][CH2:14]2)[cH:5][c:6]([Cl:9])[c:7]1[Cl:8]. Starting materials: C1COCCO1, CCOC(=O)c1cnc(N2CCC(c3cc(Cl)c(Cl)c(Cl)c3)(C(F)(F)F)C2)nc1C(F)(F)F, Cl, [Na+], [OH-], O. The product is O=C(O)c1cnc(N2CCC(c3cc(Cl)c(Cl)c(Cl)c3)(C(F)(F)F)C2)nc1C(F)(F)F. Starting materials: CC1=C2C(=NC=C1)N=C(N2)CCC (7-methyl-2-propylimidazo [4,5-b]pyridine), [H-].[Na+] (NaH), BrCC1=CC=C(C=C1)CC(C#N)C1=CC=CC=C1 (3-[4-(bromomethyl)phenyl]2-phenylpropanonitrile). The solvent is CN(C)C=O (DMF), CN(C)C=O (DMF). Reaction conditions: time 2 hour. The product is C(#N)C(CC1=CC=C(C=C1)CN1C(=NC=2C1=NC=CC2C)CCC)C2=CC=CC=C2 (3-[4-(2-cyano-2-phenylethyl)phenyl]methyl-7-methyl-2-propyl-3H-imidazo[4,5-b]pyridine). Isolated yield 19.1%. Reaction SMILES: [CH3:1][C:2]1[CH:7]=[CH:6][N:5]=[C:4]2[N:8]=[C:9]([CH2:11][CH2:12][CH3:13])[NH:10][C:3]=12.[H-].[Na+].Br[CH2:17][C:18]1[CH:23]=[CH:22][C:21]([CH2:24][CH:25]([C:28]2[CH:33]=[CH:32][CH:31]=[CH:30][CH:29]=2)[C:26]#[N:27])=[CH:20][CH:19]=1>CN(C=O)C>[C:26]([CH:25]([C:28]1[CH:33]=[CH:32][CH:31]=[CH:30][CH:29]=1)[CH2:24][C:21]1[CH:22]=[CH:23][C:18]([CH2:17][N:8]2[C:4]3=[N:5][CH:6]=[CH:7][C:2]([CH3:1])=[C:3]3[N:10]=[C:9]2[CH2:11][CH2:12][CH3:13])=[CH:19][CH:20]=1)#[N:27] |f:1.2|. Procedure details: To a solution of 7-methyl-2-propylimidazo [4,5-b]pyridine (106 mg, 0.61 mmol) in DMF (3 mL) was added NaH (0.91 mmol). The suspension was stirred at room temperature for 30 minutes, at which time a solution of the product of Step D (200 mg, 0.667 mmol) in DMF (2 mL) was added. The mixture was stirred for 2 hours at room temperature, quenched with water, and then concentrated in vacuo. The residue was partitioned between water and EtOAc, and the combined organic layers were washed with brine, dri...